Task: describe an organic reaction: reactants, conditions, products, and yield. Dataset: the Open Reaction Database (ORD), a public repository of structured organic reaction records Starting materials: C(C)(C)(C)OC(=O)NC(C(=O)OC(C)C)CC(C(C)=O)C1=C(C(=CC=C1F)F)F (Isopropyl 2-((tert-butoxycarbonyl)amino)-5-oxo-4-(2,3,6-trifluorophenyl)hexanoate), C(C)(C)N (isopropylamine). The solvent is CS(=O)C (DMSO). Run at temperature 55 celsius, time 27.5 hour. The product is C[C@@H]1[C@@H](CC(C(N1)=O)NC(OC(C)(C)C)=O)C1=C(C(=CC=C1F)F)F (tert-Butyl ((5S,6R)-6-methyl-2-oxo-5-(2,3,6-trifluorophenyl)piperidin-3-yl)carbamate). As a reaction SMILES: [C:1]([O:5][C:6]([NH:8][CH:9]([CH2:16][CH:17]([C:21]1[C:26]([F:27])=[CH:25][CH:24]=[C:23]([F:28])[C:22]=1[F:29])[C:18](=O)[CH3:19])[C:10](OC(C)C)=[O:11])=[O:7])([CH3:4])([CH3:3])[CH3:2].C([NH2:33])(C)C>CS(C)=O>[CH3:19][C@H:18]1[NH:33][C:10](=[O:11])[CH:9]([NH:8][C:6](=[O:7])[O:5][C:1]([CH3:4])([CH3:3])[CH3:2])[CH2:16][C@H:17]1[C:21]1[C:26]([F:27])=[CH:25][CH:24]=[C:23]([F:28])[C:22]=1[F:29]. Procedure details: Crude keto ester 19 (23.6 g, 69 wt %, 16.3 g assay, 39 mmol) was dissolved in DMSO (163 mL) and the solution was added to the reactor over 5-10 min. Then the reaction was heated to 55° C. The pH was adjusted to 10.5 according to a handheld pH meter and controlled overnight with an automated pH controller using 8 M aqueous isopropylamine. The reaction was aged for 27.5 hours. Reactants: C, CCO, CS(=O)(=O)N1CCc2ccc([N+](=O)[O-])cc21, C1CCOC1, [Pd]. Yields the product CS(=O)(=O)N1CCc2ccc(N)cc21. Reaction SMILES: [C:20].[CH3:17][CH2:18][OH:19].[CH3:1][S:2](=[O:3])(=[O:4])[N:5]1[CH2:6][CH2:7][c:8]2[cH:9][cH:10][c:11]([N+:14]([O-:15])=[O:16])[cH:12][c:13]21.[O:22]1[CH2:23][CH2:24][CH2:25][CH2:26]1.[Pd:21]>>[CH3:1][S:2](=[O:3])(=[O:4])[N:5]1[CH2:6][CH2:7][c:8]2[cH:9][cH:10][c:11]([NH2:14])[cH:12][c:13]21. Starting materials: ClC=1C=C(C=2N=CC=NC2C1)S(=O)(=O)NC1CCCC1 (7-chloro-N-cyclopentylquinoxaline-5-sulfonamide), CC1=NOC(=C1B1OC(C)(C)C(C)(C)O1)C (3,5-dimethylisoxazole-4-boronic acid pinacol ester), Peppsi-iPr, C([O-])([O-])=O.[Cs+].[Cs+] (cesium carbonate), C(OC)COC (dimethoxyethane). The solvent is O (water). Conditions: temperature 90 celsius. Product: C1(CCCC1)NS(=O)(=O)C=1C=2N=CC=NC2C=C(C1)C=1C(=NOC1C)C (N-cyclopentyl-7-(3,5-dimethylisoxazol-4-yl)quinoxaline-5-sulfonamide). RXN SMILES: Cl[C:2]1[CH:3]=[C:4]([S:12]([NH:15][CH:16]2[CH2:20][CH2:19][CH2:18][CH2:17]2)(=[O:14])=[O:13])[C:5]2[N:6]=[CH:7][CH:8]=[N:9][C:10]=2[CH:11]=1.[CH3:21][C:22]1[C:26](B2OC(C)(C)C(C)(C)O2)=[C:25]([CH3:36])[O:24][N:23]=1.C(=O)([O-])[O-].[Cs+].[Cs+].C(COC)OC>O>[CH:16]1([NH:15][S:12]([C:4]2[C:5]3[N:6]=[CH:7][CH:8]=[N:9][C:10]=3[CH:11]=[C:2]([C:26]3[C:22]([CH3:21])=[N:23][O:24][C:25]=3[CH3:36])[CH:3]=2)(=[O:14])=[O:13])[CH2:20][CH2:19][CH2:18][CH2:17]1 |f:2.3.4|. Procedure: To a mixture of 7-chloro-N-cyclopentylquinoxaline-5-sulfonamide (0.07 g, 0.22 mmol), 3,5-dimethylisoxazole-4-boronic acid pinacol ester (0.15 g, 0.66 mM, Aldrich catalogue number 643882), Peppsi-iPr (0.014 g, 0.022 mM, Aldrich catalogue number 669032) and cesium carbonate (0.143 g, 0.44 mM) under nitrogen was added dimethoxyethane (3 mL) and water (1 mL). The reaction mixture was heated to 90° C. for 1 hour. The mixture is partitioned between water and ethyl acetate, the aqueous phase is discard... The product is COC1=C(C=CC=C1)SC1=C(C(=O)O)C=CC=C1 (2-(o-Methoxyphenylthio) benzoic acid). Reagents/catalysts: [Cu] (copper). Solvent: O (water). As a reaction SMILES: [CH3:1][O:2][C:3]1[CH:8]=[CH:7][CH:6]=[CH:5][C:4]=1[SH:9].I[C:11]1[CH:19]=[CH:18][CH:17]=[CH:16][C:12]=1[C:13]([OH:15])=[O:14].[OH-].[K+]>[Cu].O>[CH3:1][O:2][C:3]1[CH:8]=[CH:7][CH:6]=[CH:5][C:4]=1[S:9][C:11]1[CH:19]=[CH:18][CH:17]=[CH:16][C:12]=1[C:13]([OH:15])=[O:14] |f:2.3|. Starting materials: COC1=C(C=CC=C1)S (o-methoxythiophenol), IC1=C(C(=O)O)C=CC=C1 (o-iodobenzoic acid), [OH-].[K+] (potassium hydroxide). Procedure: Stir under reflux for 3 hours a mixture of 70 g (0.5 mole) of o-methoxythiophenol, 120.5 g (0.486 mole) of o-iodobenzoic acid 81.7 g (1.46 mole) of potassium hydroxide, 85 g (1.34 mole) of copper powder and 800 ml of water. Filter the reaction mixture hot and again filter the filtrate through celite. Acidify the filtrate with concentrated hydrochloric acid. Separate the precipitate, wash well with water and dry in vacuo at 70° C. to obtain the title product. (m.p. 198°-200° C.). Starting materials: [Li]CCCC (nBuLi), Benzyldiethylphosphonate, C1CCOC1 (THF), S1C(=CC=C1)C=O (thiophene-2-carboxaldehyde), C1CCOC1 (THF). Run at temperature -78 celsius, time 30 minute. Product: C1(=CC=CC=C1)/C=C/C=1SC=CC1 (Trans 2-phenyl-1-(thien-2-yl)ethene). RXN SMILES: [Li][CH2:2][CH2:3][CH2:4]C.[S:6]1[CH:10]=[CH:9][CH:8]=[C:7]1[CH:11]=O.[CH2:13]1[CH2:17]O[CH2:15][CH2:14]1>>[C:13]1(/[CH:17]=[CH:11]/[C:7]2[S:6][CH:10]=[CH:9][CH:8]=2)[CH:4]=[CH:3][CH:2]=[CH:15][CH:14]=1. Procedure: Benzyldiethylphosphonate (5.7 g, 25 mmol) was dissolved in THF (50 mL) and cooled to -78° C. and nBuLi (2.5 M in hexane, 25 mmol) was added dropwise and the mixture was stirred for 30 min. Then a solution of thiophene-2-carboxaldehyde (2.8 g, 25 mmol) in THF (10 mL) was added dropwise at -78° C. The cold bath was removed and the reaction was warmed to room temperature, heated for 2 h at reflux and the reaction was then cooled and saturated aqueous NH4Cl was added. The mixture was diluted with wa...